The task is: describe an organic reaction: reactants, conditions, products, and yield. This data is from the Open Reaction Database (ORD), a public repository of structured organic reaction records. The reactants are C(C)OC(=O)C1CN(CC(C1)C(=O)OCC)C(=O)OC(C)(C)C (piperidine-1,3,5-tricarboxylic acid 1-tert-butyl ester 3,5-diethyl ester), Cl (HCl). The yield is 94.3%. As a reaction SMILES: [CH2:1]([O:3][C:4]([CH:6]1[CH2:11][CH:10]([C:12]([O:14]CC)=[O:13])[CH2:9][N:8]([C:17]([O:19][C:20]([CH3:23])([CH3:22])[CH3:21])=[O:18])[CH2:7]1)=[O:5])[CH3:2].Cl>P([O-])([O-])([O-])=O.O>[CH2:1]([O:3][C:4]([CH:6]1[CH2:11][CH:10]([C:12]([OH:14])=[O:13])[CH2:9][N:8]([C:17]([O:19][C:20]([CH3:21])([CH3:23])[CH3:22])=[O:18])[CH2:7]1)=[O:5])[CH3:2]. Run in P(=O)([O-])([O-])[O-] (phosphate), O (water). The product is C(C)OC(=O)C1CN(CC(C1)C(=O)O)C(=O)OC(C)(C)C (Piperidine-1,3,5-tricarboxylic acid 1-tert-butyl ester 3-ethyl ester). Procedure details: Add lipase (1.7 g, Amano AY30) to a slurry of piperidine-1,3,5-tricarboxylic acid 1-tert-butyl ester 3,5-diethyl ester (5.8 g, 17.6 mmol) in pH 7.2 phosphate buffer (58 mL). Stir 48 H, dilute with water then acidify to pH 2.5 with 1N HCl. Extract 3× with EtOAc. Wash with brine, dried over Na2SO4, filter and concentrate to dryness to give the title compound (5.0 g, 94%) as a mixture of cis isomers as a white solid. MS(IS) 300.2 (M−1); Anal. Calc'd for C14H23NO6.0.5CHCl3: C, 54.91; H, 7.56; N, 4.5... Reactants: CC([O-])C.[Al+3].CC([O-])C.CC([O-])C (aluminum isopropoxide), C(=O)(OCC)CC1CCC=CC1=O (6-(carbethoxymethyl)-2-cyclohexen-1-one), C(=O)(O)C(O)C(O)C(=O)[O-].[Na+] (sodium hydrogen tartrate), C(C)(=O)OCC (ethyl acetate). Run in C1(=CC=CC=C1)C (toluene). Conditions: temperature 90 celsius. The product is O1C(C[C@H]2[C@@H]1C=CCC2)=O (cis 3a,4,5,7a-tetrahydro-2(3H)-benzofuranone). The yield is 85.5%. As a reaction SMILES: CC(C)[O-].[Al+3].CC(C)[O-].CC(C)[O-].[C:14]([CH2:19][CH:20]1[C:25](=[O:26])[CH:24]=[CH:23][CH2:22][CH2:21]1)([O:16]CC)=O.C(C(C(C([O-])=O)O)O)(O)=O.[Na+].C(OCC)(=O)C>C1(C)C=CC=CC=1>[O:26]1[C@H:25]2[CH:24]=[CH:23][CH2:22][CH2:21][C@H:20]2[CH2:19][C:14]1=[O:16] |f:0.1.2.3,5.6|. Procedure: To a solution of 13.5 g (66.0 mmoles) of aluminum isopropoxide in 100 ml of toluene was added 2.0 g (11.0 mmoles) of 6-(carbethoxymethyl)-2-cyclohexen-1-one at room temperature, and the solution was heated to 90° C. for 18 hours. The solution was cooled to room temperature, and aqueous saturated sodium hydrogen tartrate and ethyl acetate were added. The aqueous layer was extracted with ethyl acetate, and the combined ethyl acetate extracts were dried over anhydrous magnesium sulfate and evaporat... Reactants: Amidine, ClP(C1=CC=CC=C1)C1=CC=CC=C1 (chlorodiphenylphosphine), C(C)(C)C1=C(C(=CC=C1)C(C)C)NC(C1=CC=CC=C1)=N (N1-(2,6-diisopropylphenyl)benzamidine), C(CCC)[Li] (butyllithium). Product: C(C)(C)C1=C(C(=CC=C1)C(C)C)NC(C1=CC=CC=C1)=NP(C1=CC=CC=C1)C1=CC=CC=C1 (N1-(2,6-diisopropylphenyl)-N2-(diphenylphosphino) benzamidine). As a reaction SMILES: [CH:1]([C:4]1[CH:9]=[CH:8][CH:7]=[C:6]([CH:10]([CH3:12])[CH3:11])[C:5]=1[NH:13][C:14](=[NH:21])[C:15]1[CH:20]=[CH:19][CH:18]=[CH:17][CH:16]=1)([CH3:3])[CH3:2].C([Li])CCC.Cl[P:28]([C:35]1[CH:40]=[CH:39][CH:38]=[CH:37][CH:36]=1)[C:29]1[CH:34]=[CH:33][CH:32]=[CH:31][CH:30]=1>>[CH:1]([C:4]1[CH:9]=[CH:8][CH:7]=[C:6]([CH:10]([CH3:12])[CH3:11])[C:5]=1[NH:13][C:14](=[N:21][P:28]([C:35]1[CH:36]=[CH:37][CH:38]=[CH:39][CH:40]=1)[C:29]1[CH:34]=[CH:33][CH:32]=[CH:31][CH:30]=1)[C:15]1[CH:16]=[CH:17][CH:18]=[CH:19][CH:20]=1)([CH3:2])[CH3:3]. Procedure details: Procedure as described for NP Amidine I using the following amounts: 4.20 g N1-(2,6-diisopropylphenyl)benzamidine (15.0 mmol), 7.50 mL of 2.0 M butyllithium (15.0 mmol), 2.70 mL of chlorodiphenylphosphine (15.0 mmol). Following removal of lithium chloride via filtration and removal of solvent in vacuo, the sticky residue was dissolved in 20 mL of pentane, reduced in volume to 5 mL (cold), producing a while solid that was filtered and dried (5.33 g, 76%). Starting materials: CN(C)c1ccncc1, CC(C)N=C=NC(C)C, Cl, O=C(O)CC1CN2CCC1CC2, CN(C)C=O, O=C(O)c1c(F)c(F)c(O)c(F)c1F. Product: O=C(CC1CN2CCC1CC2)Oc1c(F)c(F)c(C(=O)O)c(F)c1F. RXN SMILES: [CH3:42][N:43]([c:44]1[cH:45][cH:46][n:47][cH:48][cH:49]1)[CH3:50].[CH:28]([N:29]=[C:30]=[N:31][CH:32]([CH3:33])[CH3:34])([CH3:35])[CH3:36].[ClH:15].[N:16]12[CH2:17][CH:18]([CH2:24][C:25](=[O:26])[OH:27])[CH:19]([CH2:20][CH2:21]1)[CH2:22][CH2:23]2.[O:37]=[CH:38][N:39]([CH3:40])[CH3:41].[OH:1][c:2]1[c:3]([F:14])[c:4]([F:13])[c:5]([C:6](=[O:7])[OH:8])[c:9]([F:12])[c:10]1[F:11]>>[O:1]([c:2]1[c:3]([F:14])[c:4]([F:13])[c:5]([C:6](=[O:7])[OH:8])[c:9]([F:12])[c:10]1[F:11])[C:25]([CH2:24][CH:18]1[CH2:17][N:16]2[CH2:21][CH2:20][CH:19]1[CH2:22][CH2:23]2)=[O:26]. Starting materials: ClC=1C=C(C=C(C1)Cl)/C=C/C(=O)C=1C=NC(=CC1)OC ((E)-3-(3,5-dichlorophenyl)-1-(6-methoxypyridin-3-yl)prop-2-en-1-one), Cl (HCl). Solvent: O1CCOCC1 (1,4-dioxane). Product: ClC=1C=C(C=C(C1)Cl)/C=C/C(=O)C=1C=CC(NC1)=O ((E)-5-(3-(3,5-Dichlorophenyl)acryloyl)pyridin-2(1H)-one). RXN SMILES: [Cl:1][C:2]1[CH:3]=[C:4](/[CH:9]=[CH:10]/[C:11]([C:13]2[CH:14]=[N:15][C:16]([O:19]C)=[CH:17][CH:18]=2)=[O:12])[CH:5]=[C:6]([Cl:8])[CH:7]=1.Cl>O1CCOCC1>[Cl:8][C:6]1[CH:5]=[C:4](/[CH:9]=[CH:10]/[C:11]([C:13]2[CH:18]=[CH:17][C:16](=[O:19])[NH:15][CH:14]=2)=[O:12])[CH:3]=[C:2]([Cl:1])[CH:7]=1. Procedure: In analogy to example 162, step 2, (E)-3-(3,5-dichlorophenyl)-1-(6-methoxypyridin-3-yl)prop-2-en-1-one was reacted with concentrated aqueous HCl in 1,4-dioxane to give the title compound as a colourless solid.